Dataset: the Open Reaction Database (ORD), a public repository of structured organic reaction records. Task: describe an organic reaction: reactants, conditions, products, and yield Reactants: CN1CCN(CC1)CCOC1=CC=C(C=C1)B1OC(C(O1)(C)C)(C)C (1-methyl-4-(2-(4-(4,4,5,5-tetramethyl-1,3,2-dioxaborolane-2-yl)phenoxy)ethyl)piperazine), C(=O)([O-])[O-].[Na+].[Na+] (Na2CO3), BrC=1C=NC(=NC1)N1C[C@H](OCC1)CN1N=NC=2C1=NC(=CN2)C=2C=NN(C2)C ((S)-4-(5-bromopyrimidin-2-yl)-2-((6-(1-methyl-1H-pyrazol-4-yl)-1H-[1,2,3]triazolo[4,5-b]pyrazin-1-yl)methyl)morpholine). Reagents/catalysts: C1=CC=C(C=C1)P(C2=CC=CC=C2)C3=CC=CC=C3.C1=CC=C(C=C1)P(C2=CC=CC=C2)C3=CC=CC=C3.C1=CC=C(C=C1)P(C2=CC=CC=C2)C3=CC=CC=C3.C1=CC=C(C=C1)P(C2=CC=CC=C2)C3=CC=CC=C3.[Pd] (Pd(pph3)4). Solvent: O1CCOCC1 (dioxane). Run at temperature 105 celsius, time 18 hour. Yields the product CN1N=CC(=C1)C1=CN=C2C(=N1)N(N=N2)C[C@@H]2CN(CCO2)C2=NC=C(C=N2)C2=CC=C(C=C2)OCCN2CCN(CC2)C ((S)-2-((6-(1-methyl-1H-pyrazol-4-yl)-1H-[1,2,3]triazolo[4,5-b]pyrazin-1-yl)methyl)-4-(5-(4-(2-(4-methylpiperazin-1-yl)ethoxy)phenyl)pyrimidin-2-yl)morpholine). Yield: 3.9%. As a reaction SMILES: Br[C:2]1[CH:3]=[N:4][C:5]([N:8]2[CH2:13][CH2:12][O:11][C@H:10]([CH2:14][N:15]3[C:19]4=[N:20][C:21]([C:24]5[CH:25]=[N:26][N:27]([CH3:29])[CH:28]=5)=[CH:22][N:23]=[C:18]4[N:17]=[N:16]3)[CH2:9]2)=[N:6][CH:7]=1.[CH3:30][N:31]1[CH2:36][CH2:35][N:34]([CH2:37][CH2:38][O:39][C:40]2[CH:45]=[CH:44][C:43](B3OC(C)(C)C(C)(C)O3)=[CH:42][CH:41]=2)[CH2:33][CH2:32]1.C([O-])([O-])=O.[Na+].[Na+]>O1CCOCC1.C1C=CC(P(C2C=CC=CC=2)C2C=CC=CC=2)=CC=1.C1C=CC(P(C2C=CC=CC=2)C2C=CC=CC=2)=CC=1.C1C=CC(P(C2C=CC=CC=2)C2C=CC=CC=2)=CC=1.C1C=CC(P(C2C=CC=CC=2)C2C=CC=CC=2)=CC=1.[Pd]>[CH3:29][N:27]1[CH:28]=[C:24]([C:21]2[N:20]=[C:19]3[N:15]([CH2:14][C@H:10]4[O:11][CH2:12][CH2:13][N:8]([C:5]5[N:4]=[CH:3][C:2]([C:43]6[CH:44]=[CH:45][C:40]([O:39][CH2:38][CH2:37][N:34]7[CH2:33][CH2:32][N:31]([CH3:30])[CH2:36][CH2:35]7)=[CH:41][CH:42]=6)=[CH:7][N:6]=5)[CH2:9]4)[N:16]=[N:17][C:18]3=[N:23][CH:22]=2)[CH:25]=[N:26]1 |f:2.3.4,6.7.8.9.10|. Procedure: (S)-4-(5-bromopyrimidin-2-yl)-2-((6-(1-methyl-1H-pyrazol-4-yl)-1H-[1,2,3]triazolo[4,5-b]pyrazin-1-yl)methyl)morpholine 15 mg (0.03 mmol) was dissolved in dioxane 1 ml, and 1-methyl-4-(2-(4-(4,4,5,5-tetramethyl-1,3,2-dioxaborolane-2-yl)phenoxy)ethyl)piperazine 17 mg (0.05 mmol), 1M Na2CO3 98 μl (0.09 mmol), and Pd(pph3)4 2 mg (0.001 mmol) were added and then charged with nitrogen, followed by stirring at 105° C. for 18 hours. After the reaction, the reaction mixture was extracted with EA and brin... Reactants: [BH3-]C#N, CO, NCC(O)c1ccccc1, [Na+], CC(=O)COc1ccc(CCO)cc1, O, c1ccccc1. Yields the product CC(COc1ccc(CCO)cc1)NCC(O)c1ccccc1. RXN SMILES: [C:31]([BH3-:32])#[N:33].[CH3:36][OH:37].[NH2:1][CH2:2][CH:3]([OH:4])[c:5]1[cH:6][cH:7][cH:8][cH:9][cH:10]1.[Na+:34].[O:11]=[C:12]([CH2:13][O:14][c:15]1[cH:16][cH:17][c:18]([CH2:21][CH2:22][OH:23])[cH:19][cH:20]1)[CH3:24].[OH2:35].[cH:25]1[cH:26][cH:27][cH:28][cH:29][cH:30]1>>[NH:1]([CH2:2][CH:3]([OH:4])[c:5]1[cH:6][cH:7][cH:8][cH:9][cH:10]1)[CH:12]([CH2:13][O:14][c:15]1[cH:16][cH:17][c:18]([CH2:21][CH2:22][OH:23])[cH:19][cH:20]1)[CH3:24]. The reactants are CC1=CC(C(C(=N1)N1CCCCC1)[N+](=O)[O-])=C (1-(6-methyl-4-methylen-3-nitro-2-pyridyl)piperidine), CC1=CC(C(C(=N1)N1CCCCC1)[N+](=O)[O-])=C (1-(6-methyl-4-methylen-3-nitro-2-pyridyl)piperidine), C([O-])([O-])=O.[Na+].[Na+] (sodium carbonate), BrC(=NO)Br (dibromoformaldoxime). The solvent is CCOC(=O)C (EtOAc). Run at time 2 day. Yields the product BrC1=NOC2(C1)CCN(CC2)C2=NC(=CC=C2[N+](=O)[O-])C (3-Bromo-8-(6-methyl-3-nitro-2-pyridyl)-1-oxa-2.8-diazaspiro[4.5]dec-2-ene). Isolated yield 70.8%. As a reaction SMILES: [CH3:1][C:2]1[N:7]=[C:6]([N:8]2[CH2:13][CH2:12][CH2:11][CH2:10][CH2:9]2)[CH:5]([N+:14]([O-:16])=[O:15])[C:4](=C)[CH:3]=1.[C:18](=O)([O-])[O-].[Na+].[Na+].[Br:24][C:25](Br)=[N:26][OH:27]>CCOC(C)=O>[Br:24][C:25]1[CH2:18][C:11]2([CH2:10][CH2:9][N:8]([C:6]3[C:5]([N+:14]([O-:16])=[O:15])=[CH:4][CH:3]=[C:2]([CH3:1])[N:7]=3)[CH2:13][CH2:12]2)[O:27][N:26]=1 |f:1.2.3|. Procedure details: A suspension of 1-(6-methyl-4-methylen-3-nitro-2-pyridyl)piperidine (Compound 3a, 350 mg, 1.5 mmol), sodium carbonate (1.26 g, 15 mmol) and dibromoformaldoxime (608 mg, 3 mmol) in 25 mL of EtOAc was stirred at r.t. for 2 days. Afterwards, the reaction mixture was washed with water, dried over sodium sulphate and evaporated to dryness in vacuo. The crude was purified by automated flash chromatography (SP1®TM-Biotage; gradient Petroleum Ether-EtOAc from 9:1 to 6:4) giving 377 mg of the title produ... Reactants: C1(=CC=CC=C1)[C@H](C)O ((S)-1-phenylethanol), N1=CC=CC=C1 (pyridine), C(C)(=O)OC(C)=O (acetic anhydride). Solvent: ClCCl (dichloromethane). Reaction conditions: temperature 0 celsius, time 12 hour. The product is C(C)(=O)O[C@@H](C)C1=CC=CC=C1 ((1S)-1-Phenylethyl Acetate). RXN SMILES: [C:1]1([C@@H:7]([OH:9])[CH3:8])[CH:6]=[CH:5][CH:4]=[CH:3][CH:2]=1.N1C=CC=CC=1.[C:16](OC(=O)C)(=[O:18])[CH3:17]>ClCCl>[C:16]([O:9][C@H:7]([C:1]1[CH:6]=[CH:5][CH:4]=[CH:3][CH:2]=1)[CH3:8])(=[O:18])[CH3:17]. Procedure: In a 25 ml nitrogen-purged flask, with exclusion of air and moisture, 8.28 mmol (1.01 g, 1.00 ml) of (S)-1-phenylethanol (Fluka, 99% ee), 12.4 mmol (1.50 equ., 983 mg, 1.00 ml) of pyridine and 15 ml of dichloromethane are charged and cooled down to 0° C. (ice bath). With stirring, 10.8 mmol (1.30 equ., 1.10 g, 1.02 ml) of acetic anhydride is added dropwise over 10 min. Within a period of 12 h, the mixture is warmed up to room temperature and successively extracted twice each with 20 ml of 1 M aq... Starting materials: C(C1=CC=CC=C1)N(C1=C2C(=NC=C1C(=O)OCC)N(N=C2C)C)S(=O)(=O)C2=CC=C(C=C2)OC (ethyl 4-[benzyl-(4-methoxybenzene-sulfonyl)amino]-1,3-dimethyl-1H-pyrazolo[3,4-b]pyridine-5-carboxylate), [OH-].[Na+] (NaOH). Solvent: O1C(CCC1)CO (tetrahydrofuran-methanol). Run at temperature 70 celsius. The product is C(C1=CC=CC=C1)N(C1=C2C(=NC=C1C(=O)O)N(N=C2C)C)S(=O)(=O)C2=CC=C(C=C2)OC (4-[Benzyl-(4-methoxybenzenesulfonyl)amino]-1,3-dimethyl-1H-pyrazolo[3,4-b]pyridine-5-carboxylic acid). RXN SMILES: [CH2:1]([N:8]([S:25]([C:28]1[CH:33]=[CH:32][C:31]([O:34][CH3:35])=[CH:30][CH:29]=1)(=[O:27])=[O:26])[C:9]1[C:14]([C:15]([O:17]CC)=[O:16])=[CH:13][N:12]=[C:11]2[N:20]([CH3:24])[N:21]=[C:22]([CH3:23])[C:10]=12)[C:2]1[CH:7]=[CH:6][CH:5]=[CH:4][CH:3]=1.[OH-].[Na+]>O1CCCC1CO>[CH2:1]([N:8]([S:25]([C:28]1[CH:29]=[CH:30][C:31]([O:34][CH3:35])=[CH:32][CH:33]=1)(=[O:27])=[O:26])[C:9]1[C:14]([C:15]([OH:17])=[O:16])=[CH:13][N:12]=[C:11]2[N:20]([CH3:24])[N:21]=[C:22]([CH3:23])[C:10]=12)[C:2]1[CH:3]=[CH:4][CH:5]=[CH:6][CH:7]=1 |f:1.2|. Procedure details: A mixture of 0.48 g (0.97 mmol) of ethyl 4-[benzyl-(4-methoxybenzene-sulfonyl)amino]-1,3-dimethyl-1H-pyrazolo[3,4-b]pyridine-5-carboxylate and 0.29 ml of 10N NaOH in 4 ml of tetrahydrofuran-methanol (1:1) was heated in an oil bath at 70° C. for 2 hours and the solvent removed under vacuum. The residue was dissolved in 20 ml of H2O and the solution extracted with 10 ml of diethyl ether. To the aqueous layer was added 2N citric acid (pH 4-5) and the precipitated solid filtered and washed with H2O ... Procedure: 1-(4-carbomethoxymethoxyphenyl)propan-2-one (2.80 g) and 2-methoxy-2-(3-chlorophenyl)ethanamine (2.58 g) in dry toluene (200 ml) were boiled under reflux for 2 hours in an apparatus incorporating a water trap. The solution was cooled and the solvent removed under reduced pressure. The residue dissolved in methanol (100 ml) was hydrogenated in the presence of platinum (from platinum oxide, 50 mg) until hydrogen uptake ceased. The solution was filtered through diatomaceous earth, and the solvent r... Yields the product Cl (hydrogen chloride), Cl.C(=O)(OC)COC1=CC=C(C=C1)CC(C)NCC(C1=CC(=CC=C1)Cl)OC (N-[2-(4-carbomethoxymethoxyphenyl)-1-methylethyl]-2-methoxy-2-(3-chlorophenyl)ethanamine hydrochloride). RXN SMILES: [C:1]([CH2:5][O:6][C:7]1[CH:12]=[CH:11][C:10]([CH2:13][C:14](=O)[CH3:15])=[CH:9][CH:8]=1)([O:3][CH3:4])=[O:2].[CH3:17][O:18][CH:19]([C:22]1[CH:27]=[CH:26][CH:25]=[C:24]([Cl:28])[CH:23]=1)[CH2:20][NH2:21].C(OCC)(=O)C>C1(C)C=CC=CC=1>[ClH:28].[ClH:28].[C:1]([CH2:5][O:6][C:7]1[CH:12]=[CH:11][C:10]([CH2:13][CH:14]([NH:21][CH2:20][CH:19]([O:18][CH3:17])[C:22]2[CH:27]=[CH:26][CH:25]=[C:24]([Cl:28])[CH:23]=2)[CH3:15])=[CH:9][CH:8]=1)([O:3][CH3:4])=[O:2] |f:5.6|. Solvent: C1(=CC=CC=C1)C (toluene). Starting materials: C(C)(=O)OCC (ethyl acetate), C(=O)(OC)COC1=CC=C(C=C1)CC(C)=O (1-(4-carbomethoxymethoxyphenyl)propan-2-one), COC(CN)C1=CC(=CC=C1)Cl (2-methoxy-2-(3-chlorophenyl)ethanamine). The reactants are C(C)(=O)O[C@H]1[C@H](OCCSCCCCCCCCCCCCCCCCCC)O[C@@H]([C@H]([C@@H]1OC(C)=O)O[C@H]1[C@H](OC(C)=O)[C@@H](OC(C)=O)[C@@H](O[C@@H]2[C@H](OC(C)=O)[C@@H](OC(C)=O)[C@@H](OC(C)=O)[C@H](O2)COC(C)=O)[C@H](O1)COC(C)=O)COC(C)=O (2-(Octadecylthio)ethyl 2,3,6-tri-O-acetyl-4-O-[2,3,6-tri-O-acetyl-4-O-(2,3,4,6-tetra-O-acetyl-α-D-galactopyranosyl)-β-D-galactopyranosyl]-β-D-glucopyranoside). Run in C[O-].[Na+] (sodium methoxide). The product is [C@H]1([C@H](O)[C@@H](O)[C@@H](O)[C@H](O1)CO)O[C@@H]1[C@@H]([C@H]([C@@H](O[C@@H]1CO)O[C@H]1[C@@H]([C@H]([C@H](OCCSCCCCCCCCCCCCCCCCCC)O[C@@H]1CO)O)O)O)O (2-(Octadecylthio)ethyl 4-O-[4-O-(α-D-galactopyranosyl)-β-D-galactopyranosyl]-β-D-glucopyranoside). The yield is 87.6%. RXN SMILES: C([O:4][C@@H:5]1[C@@H:32]([O:33]C(=O)C)[C@H:31]([O:37][C@@H:38]2[O:75][C@H:74]([CH2:76][O:77]C(=O)C)[C@H:49]([O:50][C@H:51]3[O:68][C@H:67]([CH2:69][O:70]C(=O)C)[C@H:62]([O:63]C(=O)C)[C@H:57]([O:58]C(=O)C)[C@H:52]3[O:53]C(=O)C)[C@H:44]([O:45]C(=O)C)[C@H:39]2[O:40]C(=O)C)[C@@H:30]([CH2:81][O:82]C(=O)C)[O:29][C@H:6]1[O:7][CH2:8][CH2:9][S:10][CH2:11][CH2:12][CH2:13][CH2:14][CH2:15][CH2:16][CH2:17][CH2:18][CH2:19][CH2:20][CH2:21][CH2:22][CH2:23][CH2:24][CH2:25][CH2:26][CH2:27][CH3:28])(=O)C>C[O-].[Na+]>[C@H:51]1([O:50][C@H:49]2[C@@H:74]([CH2:76][OH:77])[O:75][C@@H:38]([O:37][C@@H:31]3[C@@H:30]([CH2:81][OH:82])[O:29][C@@H:6]([O:7][CH2:8][CH2:9][S:10][CH2:11][CH2:12][CH2:13][CH2:14][CH2:15][CH2:16][CH2:17][CH2:18][CH2:19][CH2:20][CH2:21][CH2:22][CH2:23][CH2:24][CH2:25][CH2:26][CH2:27][CH3:28])[C@H:5]([OH:4])[C@H:32]3[OH:33])[C@H:39]([OH:40])[C@H:44]2[OH:45])[O:68][C@H:67]([CH2:69][OH:70])[C@H:62]([OH:63])[C@H:57]([OH:58])[C@H:52]1[OH:53] |f:1.2|. Reported procedure: A solution of 65 (1.0 g, 0.81 mmol) in methanolic sodium methoxide (0.003M, 100 ml) was left at room temperature for 24 h and neutralized with Duolite C26 (H+) resin. The solvent was removed and the residue was dissolved in water (300 ml) and lyophilized to give 66 (580 mg, 88%) with [α]D21 +42° (c 0.7, dimethylsulfoxide). 1H-NMR (DMSO-d6, 50°, D2O added, Me4Si) δ 4.81 (d, 1H, J=3.5 Hz, H1"), 4.27, 4.24 (2d, each 1H, J=7 and 8 Hz, H1 and H1'), 2.67, 2.52 (2t, each 2H, J=7.5 Hz, CH2 --S--CH2), 0.... Starting materials: C(=O)(N1C=NC=C1)N1C=NC=C1 (1,1'-carbonyldiimidazole), CNN(NC)CC (N,N-dimethylaminoethylamine), ClC1=CC=C(C=C1)S(=O)(=O)C1CNCC1 (3-[(4-chlorophenyl)sulfonyl]pyrrolidine). The solvent is O1CCCC1 (tetrahydrofuran), O1CCCC1 (tetrahydrofuran). Yields the product ClC1=CC=C(C=C1)S(=O)(=O)C1CN(CC1)C(=O)NCCN(C)C (3-[(4-Chlorophenyl)sulfonyl]-N-[2-(dimethylamino)ethyl]-1-pyrrolidinecarboxamide). Isolated yield 51.4%. Reaction SMILES: [C:1]([N:8]1[CH:12]=[CH:11][N:10]=[CH:9]1)(N1C=CN=C1)=[O:2].[CH3:13]NN(CC)NC.[Cl:20][C:21]1[CH:26]=[CH:25][C:24]([S:27]([CH:30]2[CH2:34][CH2:33][NH:32][CH2:31]2)(=[O:29])=[O:28])=[CH:23][CH:22]=1>O1CCCC1>[Cl:20][C:21]1[CH:22]=[CH:23][C:24]([S:27]([CH:30]2[CH2:34][CH2:33][N:32]([C:1]([NH:8][CH2:12][CH2:11][N:10]([CH3:9])[CH3:13])=[O:2])[CH2:31]2)(=[O:28])=[O:29])=[CH:25][CH:26]=1. Procedure: A solution of 5.00 g (0.0309 mole) of 1,1'-carbonyldiimidazole and 2.56 g (0.029 mole) of N,N-dimethylaminoethylamine in 200 ml of tetrahydrofuran was stirred at room temperature for about 1 hr. A solution of 5.99 g (0.0244 mole) of 3-[(4-chlorophenyl)sulfonyl]pyrrolidine (free base) in tetrahydrofuran was added and the solution was refluxed for 16 hr. The solvent was removed in vacuo and the resulting oil was dissolved in a mixture of 200 ml of diethyl ether and 20 ml of methylene chloride. The... Reactants: [Al+3], C1CCOC1, COc1cccc2c1c(NS(=O)(=O)c1ccc(Cl)s1)nn2Cc1cccc(CNC(C)=O)c1, [H-], [H-], [H-], [H-], [Li+]. The product is COc1cccc2c1c(NS(=O)(=O)c1cccs1)nn2Cc1cccc(CNC(C)=O)c1. As a reaction SMILES: [Al+3:35].[CH2:40]1[O:41][CH2:42][CH2:43][CH2:44]1.[Cl:1][c:2]1[cH:3][cH:4][c:5]([S:7](=[O:8])(=[O:9])[NH:10][c:11]2[n:12][n:13]([CH2:22][c:23]3[cH:24][c:25]([CH2:29][NH:30][C:31]([CH3:32])=[O:33])[cH:26][cH:27][cH:28]3)[c:14]3[cH:15][cH:16][cH:17][c:18]([O:20][CH3:21])[c:19]23)[s:6]1.[H-:34].[H-:37].[H-:38].[H-:39].[Li+:36]>>[cH:2]1[cH:3][cH:4][c:5]([S:7](=[O:8])(=[O:9])[NH:10][c:11]2[n:12][n:13]([CH2:22][c:23]3[cH:24][c:25]([CH2:29][NH:30][C:31]([CH3:32])=[O:33])[cH:26][cH:27][cH:28]3)[c:14]3[cH:15][cH:16][cH:17][c:18]([O:20][CH3:21])[c:19]23)[s:6]1. The reactants are O=C([O-])[O-], C1CCOC1, COC(=O)c1cnc(Cl)c([N+](=O)[O-])c1, [K+], [K+], CN(C)C=O, CCOC(=O)CO. Yields the product CCOC(=O)COc1ncc(C(=O)OC)cc1[N+](=O)[O-]. Reaction SMILES: [C:22](=[O:23])([O-:24])[O-:25].[CH2:28]1[O:29][CH2:30][CH2:31][CH2:32]1.[Cl:1][c:2]1[n:3][cH:4][c:5]([C:6](=[O:7])[O:8][CH3:9])[cH:10][c:11]1[N+:12](=[O:13])[O-:14].[K+:26].[K+:27].[O:33]=[CH:34][N:35]([CH3:36])[CH3:37].[OH:15][CH2:16][C:17](=[O:18])[O:19][CH2:20][CH3:21]>>[c:2]1([O:15][CH2:16][C:17](=[O:18])[O:19][CH2:20][CH3:21])[n:3][cH:4][c:5]([C:6](=[O:7])[O:8][CH3:9])[cH:10][c:11]1[N+:12](=[O:13])[O-:14].